Dataset: the Open Reaction Database (ORD), a public repository of structured organic reaction records. Task: describe an organic reaction: reactants, conditions, products, and yield The reactants are CO, Cc1ccccc1, COc1ccc2c(Nc3c(Cl)cncc3Cl)cc(=O)oc2c1OCCCCCC(=O)O. Product: COC(=O)CCCCCOc1c(OC)ccc2c(Nc3c(Cl)cncc3Cl)cc(=O)oc12. Reaction SMILES: [CH3:32][OH:33].[CH3:34][c:35]1[cH:36][cH:37][cH:38][cH:39][cH:40]1.[Cl:1][c:2]1[cH:3][n:4][cH:5][c:6]([Cl:31])[c:7]1[NH:8][c:9]1[cH:10][c:11](=[O:30])[o:12][c:13]2[c:14]([O:21][CH2:22][CH2:23][CH2:24][CH2:25][CH2:26][C:27](=[O:28])[OH:29])[c:15]([O:19][CH3:20])[cH:16][cH:17][c:18]12>>[Cl:1][c:2]1[cH:3][n:4][cH:5][c:6]([Cl:31])[c:7]1[NH:8][c:9]1[cH:10][c:11](=[O:30])[o:12][c:13]2[c:14]([O:21][CH2:22][CH2:23][CH2:24][CH2:25][CH2:26][C:27](=[O:28])[O:29][CH3:32])[c:15]([O:19][CH3:20])[cH:16][cH:17][c:18]12. The reactants are N1=CN=C2N=CNC2=C1N (adenine), N1C(N)=NC=2N=CNC2C1=O (guanine), OC1C(C(C(C=2C1=CC=1C=CC3=CC=CC=4C5=C(C2C1C34)C=CC=C5)N5C=NC=3N=C(NC(C53)=O)N)O)O (7-(11,12,13-trihydroxy-11,12,13,14tetrahydrodibenzo[a,l]pyren-14-yl)guanine). Yields the product C1=CC=CC=2C=3C=CC=C4C=CC=5C(=C6C(=C(C21)C5C43)C=CC=C6)C6=NC=4N=C(NC(C4N6)=O)N (8-(dibenzo[a,l]pyren-10-yl)guanine). RXN SMILES: N1C(N)=C2C(N=CN2)=NC=1.[NH:11]1[C:20](=[O:21])[C:19]2[NH:18][CH:17]=[N:16][C:15]=2[N:14]=[C:12]1[NH2:13].O[CH:23]1[C:28]2=[CH:29][C:30]3[CH:31]=[CH:32][C:33]4[C:42]5[C:41]=3[C:40]([C:39]3[CH:43]=[CH:44][CH:45]=[CH:46][C:38]=3[C:37]=5[CH:36]=[CH:35][CH:34]=4)=[C:27]2[CH:26](N2C3C(=O)NC(N)=NC=3N=C2)[CH:25](O)[CH:24]1O>>[CH:43]1[C:39]2[C:40]3[C:41]4[C:42]5[C:33]([CH:32]=[CH:31][C:30]=4[C:29]([C:17]4[NH:18][C:19]6[C:20](=[O:21])[NH:11][C:12]([NH2:13])=[N:14][C:15]=6[N:16]=4)=[C:28]4[CH:23]=[CH:24][CH:25]=[CH:26][C:27]4=3)=[CH:34][CH:35]=[CH:36][C:37]=5[C:38]=2[CH:46]=[CH:45][CH:44]=1. Procedure: ##STR5## wherein R is adenine or guanine. The following compounds are exemplary: 7-(11,12,13-trihydroxy-11,12,13,14tetrahydrodibenzo[a,l]pyren-14-yl)guanine, and